describe an organic reaction: reactants, conditions, products, and yield From a dataset of the Open Reaction Database (ORD), a public repository of structured organic reaction records. Reactants: FC(C(=O)O)(F)F (Trifluoroacetic acid), C(C)(C)(C)OC(=O)C1=CN(C=C1)C1=NC=C(C=C1)Cl (1-(5-chloropyridin-2-yl)pyrrole-3-carboxylic acid tert-butyl ester), O (Water). Product: ClC=1C=CC(=NC1)N1C=C(C=C1)C(=O)O (1-(5-Chloropyridin-2-yl)pyrrole-3-carboxylic acid). Yield: 97.0%. Reaction SMILES: FC(F)(F)C(O)=O.C([O:12][C:13]([C:15]1[CH:19]=[CH:18][N:17]([C:20]2[CH:25]=[CH:24][C:23]([Cl:26])=[CH:22][N:21]=2)[CH:16]=1)=[O:14])(C)(C)C.O>ClCCl>[Cl:26][C:23]1[CH:24]=[CH:25][C:20]([N:17]2[CH:18]=[CH:19][C:15]([C:13]([OH:14])=[O:12])=[CH:16]2)=[N:21][CH:22]=1. Conditions: time 4 hour. Reported procedure: Trifluoroacetic acid (3 ml) was added to a solution of 1-(5-chloropyridin-2-yl)pyrrole-3-carboxylic acid tert-butyl ester (1.0 g) in dichloromethane (10 ml) and stirred at room temperature for four hours. Water was added to the reaction solution and the precipitated solid was washed with water to give the titled compound (775 mg) as a gray solid. The solvent is ClCCl (dichloromethane). Starting materials: Cl.NC(C(=O)N1CCC(CC1)C1=CC=C(C=C1)Cl)CC(C)C (2-amino-1-(4-(4-chlorophenyl)piperidin-1-yl)-4-methylpentan-1-one hydrochloride), C=1C=CC2=C(C1)N=NN2O (HOBt), C(C1=CC=CC=C1)(=O)O (benzoic acid), C(CCl)Cl (EDC). Run in CCN(C(C)C)C(C)C (DIEA), CN(C)C=O (DMF), CO (MeOH), CN(C)C=O (DMF). Run at time 15 minute. Product: ClC1=CC=C(C=C1)C1CCN(CC1)C(C(CC(C)C)NC(C1=CC=CC=C1)=O)=O (N-(1-(4-(4-Chlorophenyl)piperidin-1-yl)-4-methyl-1-oxopentan-2-yl)benzamide). RXN SMILES: C1C=CC2N(O)N=NC=2C=1.[C:11]([OH:19])(=O)[C:12]1[CH:17]=[CH:16][CH:15]=[CH:14][CH:13]=1.C(Cl)CCl.Cl.[NH2:25][CH:26]([CH2:42][CH:43]([CH3:45])[CH3:44])[C:27]([N:29]1[CH2:34][CH2:33][CH:32]([C:35]2[CH:40]=[CH:39][C:38]([Cl:41])=[CH:37][CH:36]=2)[CH2:31][CH2:30]1)=[O:28]>CN(C=O)C.CCN(C(C)C)C(C)C.CO>[Cl:41][C:38]1[CH:39]=[CH:40][C:35]([CH:32]2[CH2:31][CH2:30][N:29]([C:27](=[O:28])[CH:26]([NH:25][C:11](=[O:19])[C:12]3[CH:13]=[CH:14][CH:15]=[CH:16][CH:17]=3)[CH2:42][CH:43]([CH3:44])[CH3:45])[CH2:34][CH2:33]2)=[CH:36][CH:37]=1 |f:3.4|. Procedure: A reaction tube was charged with HOBt (13 mg), benzoic acid (9 mg) and EDC (18 mg) in DMF (0.75 mL) and then agitated for 15 min. After this time, a solution of 2-amino-1-(4-(4-chlorophenyl)piperidin-1-yl)-4-methylpentan-1-one hydrochloride (21 mg) in DIEA (65 μL) and DMF (185 μL) was added to the reaction tube. After the reaction mixture was shaken overnight at rt., the resulting solution was diluted with MeOH and purified by preparative LC-MS to provide Example 187. MS found: (M+H)+=414. The reactants are Nylon-6, NCCCCCC(=O)O (6-aminohexanoic acid), C1(CCCCCN1)=O (ε-Caprolactam), Nylon-6, C1(CCCCCN1)=O (ε-caprolactam). Product: C1(CCCCCN1)=O (ε-caprolactam), C1(CCCCC1)=NO (cyclohexanone oxime). As a reaction SMILES: [C:1]1(=[O:8])[NH:7][CH2:6][CH2:5][CH2:4][CH2:3][CH2:2]1.[NH2:9][CH2:10][CH2:11][CH2:12][CH2:13][CH2:14][C:15](O)=O>>[C:1]1(=[O:8])[NH:7][CH2:6][CH2:5][CH2:4][CH2:3][CH2:2]1.[C:10]1(=[N:9][OH:8])[CH2:15][CH2:14][CH2:13][CH2:12][CH2:11]1. Procedure details: ε-Caprolactam is a precursor for the preparation of Nylon-6. Nylon-6 was first made in 1899 by heating 6-aminohexanoic acid. Commercially feasible synthesis from ε-caprolactam (CL) was discovered by Paul Schlack at I. G. Farbenindustrie in 1938. Currently, approximately 95 wt % of the world's ε-caprolactam is produced from cyclohexanone oxime via the Beckmann rearrangement. The starting material for cyclohexanone can be cyclohexane, phenol, or benzene. Then, through a series of reductions and/or... Starting materials: CC(C)(C)OC(=O)NCCc1cccc(OCc2ccccc2)c1, CO. Product: CC(C)(C)OC(=O)NCCc1cccc(O)c1. Reaction SMILES: [CH2:1]([c:2]1[cH:3][cH:4][cH:5][cH:6][cH:7]1)[O:8][c:9]1[cH:10][c:11]([CH2:15][CH2:16][NH:17][C:18]([O:19][C:20]([CH3:21])([CH3:22])[CH3:23])=[O:24])[cH:12][cH:13][cH:14]1.[CH3:25][OH:26]>>[OH:8][c:9]1[cH:10][c:11]([CH2:15][CH2:16][NH:17][C:18]([O:19][C:20]([CH3:21])([CH3:22])[CH3:23])=[O:24])[cH:12][cH:13][cH:14]1.